Dataset: the Open Reaction Database (ORD), a public repository of structured organic reaction records. Task: describe an organic reaction: reactants, conditions, products, and yield The reactants are C1CCOC1, CCOC(=O)c1cn(-c2ccc(Cl)cc2)nc1C(=O)OCc1ccccc1. Product: CCOC(=O)c1cn(-c2ccc(Cl)cc2)nc1CO. As a reaction SMILES: [CH2:28]1[O:29][CH2:30][CH2:31][CH2:32]1.[Cl:1][c:2]1[cH:3][cH:4][c:5](-[n:8]2[n:9][c:10]([C:18](=[O:19])[O:20][CH2:21][c:22]3[cH:23][cH:24][cH:25][cH:26][cH:27]3)[c:11]([C:13](=[O:14])[O:15][CH2:16][CH3:17])[cH:12]2)[cH:6][cH:7]1>>[Cl:1][c:2]1[cH:3][cH:4][c:5](-[n:8]2[n:9][c:10]([CH2:18][OH:19])[c:11]([C:13](=[O:14])[O:15][CH2:16][CH3:17])[cH:12]2)[cH:6][cH:7]1. The reactants are N1C(=CC2=NC=CC=C12)C(=O)OCC (ethyl 4-azaindole-2-carboxylate), C(=O)([O-])[O-].[K+].[K+] (K2CO3), CCOCC (Et2O). The solvent is O (H2O), CO (MeOH). Reaction conditions: temperature 55 celsius. Product: N1C(=CC2=NC=CC=C12)C(=O)OC (methyl 4-azaindole-2-carboxylate). Isolated yield 90.0%. RXN SMILES: [NH:1]1[C:9]2[C:4](=[N:5][CH:6]=[CH:7][CH:8]=2)[CH:3]=[C:2]1[C:10]([O:12][CH2:13]C)=[O:11].C([O-])([O-])=O.[K+].[K+].CCOCC>CO.O>[NH:1]1[C:9]2[C:4](=[N:5][CH:6]=[CH:7][CH:8]=2)[CH:3]=[C:2]1[C:10]([O:12][CH3:13])=[O:11] |f:1.2.3|. Reported procedure: Add to ethyl 4-azaindole-2-carboxylate 4a (42.3 mmol) in MeOH (50 mL), K2CO3 (1.20 equiv, 50.7 mmol) and stir the suspension with heating to 55° C. for 1 h. Monitor the reaction by tlc (Et2O/hept). When complete, concentrate the reaction in vacuo, dilute with H2O and stir for 15 min. Collect the solid by filtration and dry in a vacuum oven at 65° C. for 3 h to afford about 90% to about 100% of the desired methyl 4-azaindole-2-carboxylate 5a. Starting materials: CC(C)(C)OC(=O)N1CC(C(=O)N2C(=O)OCC2Cc2ccccc2)C(c2ccc(Cl)c(Cl)c2)C1, C1CCOC1, [Li+], [OH-], O=C(O)CC(O)(CC(=O)O)C(=O)O. The product is CC(C)(C)OC(=O)N1CC(C(=O)O)C(c2ccc(Cl)c(Cl)c2)C1. Reaction SMILES: [CH2:1]([CH:2]1[CH2:3][O:4][C:5](=[O:6])[N:7]1[C:14](=[O:15])[CH:16]1[CH2:17][N:18]([C:29](=[O:30])[O:31][C:32]([CH3:33])([CH3:34])[CH3:35])[CH2:19][CH:20]1[c:21]1[cH:22][c:23]([Cl:28])[c:24]([Cl:27])[cH:25][cH:26]1)[c:8]1[cH:9][cH:10][cH:11][cH:12][cH:13]1.[CH2:51]1[O:52][CH2:53][CH2:54][CH2:55]1.[Li+:36].[OH-:37].[OH:38][C:39]([CH2:40][C:41]([C:42](=[O:43])[OH:44])([CH2:45][C:46](=[O:47])[OH:48])[OH:49])=[O:50]>>[C:14](=[O:15])([CH:16]1[CH2:17][N:18]([C:29](=[O:30])[O:31][C:32]([CH3:33])([CH3:34])[CH3:35])[CH2:19][CH:20]1[c:21]1[cH:22][c:23]([Cl:28])[c:24]([Cl:27])[cH:25][cH:26]1)[OH:38].